This data is from the Open Reaction Database (ORD), a public repository of structured organic reaction records. The task is: describe an organic reaction: reactants, conditions, products, and yield The reactants are Example 1 ( g ), OCC1=CC=C(C=C1)C1C(CN(CC1OCC1=CC2=CC=CC=C2C=C1)C(=O)OC(C)(C)C)COC (tert-butyl (3SR,4RS,5RS)-4-(4-hydroxymethyl-phenyl)-3-methoxymethyl-5-(naphthalen-2-yl-methoxy)-piperidine-1-carboxylate), C(C1=CC=CC=C1)Br (benzyl bromide). The product is C(C1=CC=CC=C1)OCC1=CC=C(C=C1)C1C(CN(CC1OCC1=CC2=CC=CC=C2C=C1)C(=O)OC(C)(C)C)COC (tert-butyl (3SR,4RS,5RS)-4-(4-benzyloxymethyl-phenyl)-3-methoxymethyl-5-(naphthalen-2-ylmethoxy)-piperidine-1-carboxylate). As a reaction SMILES: [OH:1][CH2:2][C:3]1[CH:8]=[CH:7][C:6]([CH:9]2[CH:14]([O:15][CH2:16][C:17]3[CH:26]=[CH:25][C:24]4[C:19](=[CH:20][CH:21]=[CH:22][CH:23]=4)[CH:18]=3)[CH2:13][N:12]([C:27]([O:29][C:30]([CH3:33])([CH3:32])[CH3:31])=[O:28])[CH2:11][CH:10]2[CH2:34][O:35][CH3:36])=[CH:5][CH:4]=1.[CH2:37](Br)[C:38]1[CH:43]=[CH:42][CH:41]=[CH:40][CH:39]=1>>[CH2:37]([O:1][CH2:2][C:3]1[CH:8]=[CH:7][C:6]([CH:9]2[CH:14]([O:15][CH2:16][C:17]3[CH:26]=[CH:25][C:24]4[C:19](=[CH:20][CH:21]=[CH:22][CH:23]=4)[CH:18]=3)[CH2:13][N:12]([C:27]([O:29][C:30]([CH3:31])([CH3:32])[CH3:33])=[O:28])[CH2:11][CH:10]2[CH2:34][O:35][CH3:36])=[CH:5][CH:4]=1)[C:38]1[CH:43]=[CH:42][CH:41]=[CH:40][CH:39]=1. Procedure details: (ddd) In an analogous manner to that described in Example 1 (g), by alkylating tert-butyl (3SR,4RS,5RS)-4-(4-hydroxymethyl-phenyl)-3-methoxymethyl-5-(naphthalen-2-yl-methoxy)-piperidine-1-carboxylate with benzyl bromide there was obtained tert-butyl (3SR,4RS,5RS)-4-(4-benzyloxymethyl-phenyl)-3-methoxymethyl-5-(naphthalen-2-ylmethoxy)-piperidine-1-carboxylate as a colourless oil; MS: 582 (M+H)+. Starting materials: CNC, CC(=O)O, CN(C)C=O, CCCC(=O)c1ccc(OC2(C(=O)O)CCC2)c(Cl)c1Cl, Cl, O. Product: C=C(CC)C(=O)c1ccc(OC2(C(=O)O)CCC2)c(Cl)c1Cl. As a reaction SMILES: [CH3:23][NH:24][CH3:25].[CH3:26][C:27](=[O:28])[OH:29].[CH3:30][N:31]([CH3:32])[CH:33]=[O:34].[Cl:1][c:2]1[c:3]([O:4][C:5]2([C:9](=[O:10])[OH:11])[CH2:6][CH2:7][CH2:8]2)[cH:12][cH:13][c:14]([C:17]([CH2:18][CH2:19][CH3:20])=[O:21])[c:15]1[Cl:16].[ClH:22].[OH2:35]>>[Cl:1][c:2]1[c:3]([O:4][C:5]2([C:9](=[O:10])[OH:11])[CH2:6][CH2:7][CH2:8]2)[cH:12][cH:13][c:14]([C:17]([C:18]([CH2:19][CH3:20])=[CH2:23])=[O:21])[c:15]1[Cl:16]. Starting materials: CC(C)O, Cc1cc(Nc2nc(Cl)ncc2Cl)n[nH]1, Cl, COc1ccc(CN2CCC(c3cc(C)c(N)cc3C)CC2=O)cc1, [Na+], O=C([O-])O. Yields the product COc1ccc(CN2CCC(c3cc(C)c(Nc4ncc(Cl)c(Nc5cc(C)[nH]n5)n4)cc3C)CC2=O)cc1. As a reaction SMILES: [CH:47]([OH:48])([CH3:49])[CH3:50].[Cl:26][c:27]1[n:28][cH:29][c:30]([Cl:40])[c:31]([NH:33][c:34]2[n:35][nH:36][c:37]([CH3:39])[cH:38]2)[n:32]1.[ClH:41].[NH2:1][c:2]1[cH:3][c:4]([CH3:25])[c:5]([CH:9]2[CH2:10][C:11](=[O:24])[N:12]([CH2:15][c:16]3[cH:17][cH:18][c:19]([O:22][CH3:23])[cH:20][cH:21]3)[CH2:13][CH2:14]2)[cH:6][c:7]1[CH3:8].[Na+:46].[O-:42][C:43]([OH:44])=[O:45]>>[NH:1]([c:2]1[cH:3][c:4]([CH3:25])[c:5]([CH:9]2[CH2:10][C:11](=[O:24])[N:12]([CH2:15][c:16]3[cH:17][cH:18][c:19]([O:22][CH3:23])[cH:20][cH:21]3)[CH2:13][CH2:14]2)[cH:6][c:7]1[CH3:8])[c:27]1[n:28][cH:29][c:30]([Cl:40])[c:31]([NH:33][c:34]2[n:35][nH:36][c:37]([CH3:39])[cH:38]2)[n:32]1. Starting materials: COC1=NS(N=C1OC)(=O)=O (3,4-dimethoxy-1,2,5-thiadiazole 1,1-dioxide), CN(C)CC1=CC=C(S1)CSCCN (2-[(5-dimethylaminomethyl-2-thienyl)methylthio]ethylamine), CN(C)CC1=CC=C(S1)CSCCNC1=NS(N=C1OC)(=O)=O (3-{2-[(5-dimethylaminomethyl-2-thienyl)methylthio]ethylamino}-4-methoxy-1,2,5-thiadiazole 1,1-dioxide), CC=1C(=NON1)CSCCN (2-[(4-methyl-1,2,5-oxadiazol-3-yl)methylthio]ethylamine). The product is CN(C)CC1=CC=C(S1)CSCCNC1=NS(N=C1NCCSCC1=NON=C1C)(=O)=O (3-{2-[(5-Dimethylaminomethyl-2-thienyl)methylthio]ethylamino}-4-{2-[(4-methyl-1,2,5-oxadiazol-3-yl)methylthio]ethylamino}-1,2,5-thiadiazole 1,1-dioxide). Reaction SMILES: COC1C(OC)=NS(=O)(=O)N=1.CN(CC1SC(CSCCN)=CC=1)C.[CH3:26][N:27]([CH2:29][C:30]1[S:34][C:33]([CH2:35][S:36][CH2:37][CH2:38][NH:39][C:40]2[C:44](OC)=[N:43][S:42](=[O:48])(=[O:47])[N:41]=2)=[CH:32][CH:31]=1)[CH3:28].[CH3:49][C:50]1[C:51]([CH2:55][S:56][CH2:57][CH2:58][NH2:59])=[N:52][O:53][N:54]=1>>[CH3:26][N:27]([CH2:29][C:30]1[S:34][C:33]([CH2:35][S:36][CH2:37][CH2:38][NH:39][C:40]2[C:44]([NH:59][CH2:58][CH2:57][S:56][CH2:55][C:51]3[C:50]([CH3:49])=[N:54][O:53][N:52]=3)=[N:43][S:42](=[O:48])(=[O:47])[N:41]=2)=[CH:32][CH:31]=1)[CH3:28]. Procedure: When a suspension of 3,4-dimethoxy-1,2,5-thiadiazole 1,1-dioxide is reacted with an equimolar amount of 2-[(5-dimethylaminomethyl-2-thienyl)methylthio]ethylamine and the resultant 3-{2-[(5-dimethylaminomethyl-2-thienyl)methylthio]ethylamino}-4-methoxy-1,2,5-thiadiazole 1,1-dioxide is treated with 2-[(4-methyl-1,2,5-oxadiazol-3-yl)methylthio]ethylamine [prepared in Example 58, Step B], the title compound is thereby produced. Reactants: Oc1cc(Cl)c(CN2CCCCC2)c(Cl)c1, ClCCl, O=S(=O)(Cl)C(F)(F)F, c1ccncc1. Yields the product O=S(=O)(Oc1cc(Cl)c(CN2CCCCC2)c(Cl)c1)C(F)(F)F. Reaction SMILES: [Cl:1][c:2]1[cH:3][c:4]([OH:16])[cH:5][c:6]([Cl:15])[c:7]1[CH2:8][N:9]1[CH2:10][CH2:11][CH2:12][CH2:13][CH2:14]1.[Cl:31][CH2:32][Cl:33].[F:23][C:24]([S:25](=[O:26])(=[O:27])[Cl:28])([F:29])[F:30].[cH:17]1[cH:18][cH:19][n:20][cH:21][cH:22]1>>[Cl:1][c:2]1[cH:3][c:4]([O:16][S:25]([C:24]([F:23])([F:29])[F:30])(=[O:26])=[O:27])[cH:5][c:6]([Cl:15])[c:7]1[CH2:8][N:9]1[CH2:10][CH2:11][CH2:12][CH2:13][CH2:14]1.